This data is from the Open Reaction Database (ORD), a public repository of structured organic reaction records. The task is: describe an organic reaction: reactants, conditions, products, and yield The reactants are N#Cc1c[nH]c(C(=O)Nc2ccc(C3CCNCC3)cc2C2=CCCCC2)n1, Cn1cnc(CC(=O)O)c1, O=C(O)C(F)(F)F. Product: Cn1cnc(CC(=O)N2CCC(c3ccc(NC(=O)c4nc(C#N)c[nH]4)c(C4=CCCCC4)c3)CC2)c1, O=C(O)C(F)(F)F. RXN SMILES: [C:8]1([c:14]2[c:15]([NH:26][C:27](=[O:28])[c:29]3[nH:30][cH:31][c:32]([C:34]#[N:35])[n:33]3)[cH:16][cH:17][c:18]([CH:20]3[CH2:21][CH2:22][NH:23][CH2:24][CH2:25]3)[cH:19]2)=[CH:9][CH2:10][CH2:11][CH2:12][CH2:13]1.[CH3:36][n:37]1[cH:38][n:39][c:40]([CH2:42][C:43](=[O:44])[OH:45])[cH:41]1.[F:1][C:2]([C:3](=[O:4])[OH:5])([F:6])[F:7]>>[C:8]1([c:14]2[c:15]([NH:26][C:27](=[O:28])[c:29]3[nH:30][cH:31][c:32]([C:34]#[N:35])[n:33]3)[cH:16][cH:17][c:18]([CH:20]3[CH2:21][CH2:22][N:23]([C:43]([CH2:42][c:40]4[n:39][cH:38][n:37]([CH3:36])[cH:41]4)=[O:44])[CH2:24][CH2:25]3)[cH:19]2)=[CH:9][CH2:10][CH2:11][CH2:12][CH2:13]1.[F:1][C:2]([C:3](=[O:4])[OH:5])([F:6])[F:7]. Reactants: Cl (hydrochloric acid), ice water, ClCC(=O)[O-].[Na+] (sodium chloroacetate), ice water, ClC=1C=C(C=CC1Cl)CC(=O)OC (methyl 3,4-dichlorophenylacetate), ice water, [H-].[Na+] (sodium hydride). The solvent is CS(=O)C (dimethyl sulfoxide). Product: ClC=1C=C(C=CC1Cl)C(CC(=O)O)C(=O)OC (3-(3,4-Dichlorophenyl)-3-methoxycarbonyl propionic Acid). Yield: 78.0%. RXN SMILES: [H-].[Na+].[Cl:3][C:4]1[CH:5]=[C:6]([CH2:11][C:12]([O:14][CH3:15])=[O:13])[CH:7]=[CH:8][C:9]=1[Cl:10].Cl[CH2:17][C:18]([O-:20])=[O:19].[Na+].Cl>CS(C)=O>[Cl:3][C:4]1[CH:5]=[C:6]([CH:11]([C:12]([O:14][CH3:15])=[O:13])[CH2:17][C:18]([OH:20])=[O:19])[CH:7]=[CH:8][C:9]=1[Cl:10] |f:0.1,3.4|. Reported procedure: 17.94 g of sodium hydride with 61% purity and 350 ml of dried dimethyl sulfoxide were added to a well dried 1-litre 4-necked flask and suspended at room temperature. 99.00 g of methyl 3,4-dichlorophenylacetate was added dropwise thereto under cooling with ice water, the solution being continuously stirred at room temperature even after the end of the dropwise addition. Then 50.38 g of sodium chloroacetate was added under cooling with ice water and the solution was stirred at room temperature. Th... Starting materials: CC(C)(C)OC(=O)CBr, [H-], [Na+], CN(C)C=O, O, O=C1NCCN1c1ccncc1. The product is CC(C)(C)OC(=O)CN1CCN(c2ccncc2)C1=O. As a reaction SMILES: [Br:20][CH2:21][C:22](=[O:23])[O:24][C:25]([CH3:26])([CH3:27])[CH3:28].[H-:1].[Na+:2].[O:15]=[CH:16][N:17]([CH3:18])[CH3:19].[OH2:29].[n:3]1[cH:4][cH:5][c:6]([N:9]2[C:10](=[O:14])[NH:11][CH2:12][CH2:13]2)[cH:7][cH:8]1>>[n:3]1[cH:4][cH:5][c:6]([N:9]2[C:10](=[O:14])[N:11]([CH2:21][C:22](=[O:23])[O:24][C:25]([CH3:26])([CH3:27])[CH3:28])[CH2:12][CH2:13]2)[cH:7][cH:8]1. Reactants: C(C)C=1N=C2N(C(=CC=C2)C(=O)C2=CC=C(C=C2)C2=C(C=CC=C2)C(=O)OC(C)(C)C)C1 (2-ethyl-5-[(2'-(tert.butyloxycarbonyl)biphenyl-4-yl)carbonyl]-imidazo[1,2-a]pyridine), FC(C(=O)O)(F)F (trifluoroacetic acid). The product is C(C)C=1N=C2N(C(=CC=C2)C(=O)C2=CC=C(C=C2)C2=C(C=CC=C2)C(=O)O)C1 (2-Ethyl-5-[(2'-carboxybiphenyl-4-yl)carbonyl]imidazo[1,2-a]pyridine). RXN SMILES: [CH2:1]([C:3]1[N:4]=[C:5]2[CH:10]=[CH:9][CH:8]=[C:7]([C:11]([C:13]3[CH:18]=[CH:17][C:16]([C:19]4[CH:24]=[CH:23][CH:22]=[CH:21][C:20]=4[C:25]([O:27]C(C)(C)C)=[O:26])=[CH:15][CH:14]=3)=[O:12])[N:6]2[CH:32]=1)[CH3:2].FC(F)(F)C(O)=O>>[CH2:1]([C:3]1[N:4]=[C:5]2[CH:10]=[CH:9][CH:8]=[C:7]([C:11]([C:13]3[CH:18]=[CH:17][C:16]([C:19]4[CH:24]=[CH:23][CH:22]=[CH:21][C:20]=4[C:25]([OH:27])=[O:26])=[CH:15][CH:14]=3)=[O:12])[N:6]2[CH:32]=1)[CH3:2]. Reported procedure: Prepared analogously to Example 1c from 2-ethyl-5-[(2'-(tert.butyloxycarbonyl)biphenyl-4-yl)carbonyl]-imidazo[1,2-a]pyridine and trifluoroacetic acid. Starting materials: CI, CS(C)=O, O=C1CSc2cccc(Cl)c2CN1, [H-], [Na+], O. Yields the product CN1Cc2c(Cl)cccc2SCC1=O. RXN SMILES: [CH3:16][I:17].[CH3:19][S:20]([CH3:21])=[O:22].[Cl:1][c:2]1[cH:3][cH:4][cH:5][c:6]2[c:7]1[CH2:8][NH:9][C:10](=[O:13])[CH2:11][S:12]2.[H-:14].[Na+:15].[OH2:18]>>[Cl:1][c:2]1[cH:3][cH:4][cH:5][c:6]2[c:7]1[CH2:8][N:9]([CH3:16])[C:10](=[O:13])[CH2:11][S:12]2. Reactants: COC=1C=CC2=C(CCN(C(N2)=O)C2CCNCC2)C1 (7-methoxy-3-piperidin-4-yl-1,3,4,5-tetrahydro-1,3-benzodiazepin-2-one), ClC1=CC(=NC=N1)C(=O)C1=CC2=C(N(C(O2)=O)C)C(=C1)C (6-(6-chloropyrimidine-4-carbonyl)-3,4-dimethyl-3H-benzoxazol-2-one), CCN(C(C)C)C(C)C (DIPEA). Solvent: CN(C)C=O (DMF), CO (methanol). Product: CN1C(OC2=C1C(=CC(=C2)C(=O)C2=CC(=NC=N2)N2CCC(CC2)N2C(NC1=C(CC2)C=C(C=C1)OC)=O)C)=O (3-{1-[6-(3,4-dimethyl-2-oxo-2,3-dihydro-benzoxazole-6-carbonyl)-pyrimidin-4-yl]-piperidin-4-yl}-7-methoxy-1,3,4,5-tetrahydro-1,3-benzodiazepin-2-one). Reaction SMILES: [CH3:1][O:2][C:3]1[CH:4]=[CH:5][C:6]2[NH:12][C:11](=[O:13])[N:10]([CH:14]3[CH2:19][CH2:18][NH:17][CH2:16][CH2:15]3)[CH2:9][CH2:8][C:7]=2[CH:20]=1.Cl[C:22]1[N:27]=[CH:26][N:25]=[C:24]([C:28]([C:30]2[CH:40]=[C:39]([CH3:41])[C:33]3[N:34]([CH3:38])[C:35](=[O:37])[O:36][C:32]=3[CH:31]=2)=[O:29])[CH:23]=1.CCN(C(C)C)C(C)C>CN(C=O)C.CO>[CH3:38][N:34]1[C:33]2[C:39]([CH3:41])=[CH:40][C:30]([C:28]([C:24]3[N:25]=[CH:26][N:27]=[C:22]([N:17]4[CH2:18][CH2:19][CH:14]([N:10]5[CH2:9][CH2:8][C:7]6[CH:20]=[C:3]([O:2][CH3:1])[CH:4]=[CH:5][C:6]=6[NH:12][C:11]5=[O:13])[CH2:15][CH2:16]4)[CH:23]=3)=[O:29])=[CH:31][C:32]=2[O:36][C:35]1=[O:37]. Procedure: 63.3 mg (0.23 mmol) 7-methoxy-3-piperidin-4-yl-1,3,4,5-tetrahydro-1,3-benzodiazepin-2-one, 70 mg (0.23 mmol) 6-(6-chloropyrimidine-4-carbonyl)-3,4-dimethyl-3H-benzoxazol-2-one and 0.08 mL (0.46 mmol) DIPEA were stirred in 2 mL of DMF for 2 h at RT. The mixture was diluted with methanol. The precipitate was suction filtered, washed with methanol and diethyl ether and dried in the CAD.